describe an organic reaction: reactants, conditions, products, and yield From a dataset of the Open Reaction Database (ORD), a public repository of structured organic reaction records. Yields the product Cc1cccc(C(=O)NN(C(=O)c2ccccc2)C(C)(C)C)c1. Starting materials: CC(C)(C)N(N)C(=O)c1ccccc1, Cc1ccccc1, [Na+], [OH-], Cc1cccc(C(=O)Cl)c1. Reaction SMILES: [C:1]([CH3:2])([CH3:3])([CH3:4])[N:5]([NH2:6])[C:7]([c:8]1[cH:9][cH:10][cH:11][cH:12][cH:13]1)=[O:14].[CH3:27][c:28]1[cH:29][cH:30][cH:31][cH:32][cH:33]1.[Na+:16].[OH-:15].[c:17]1([CH3:26])[cH:18][c:19]([C:23](=[O:24])[Cl:25])[cH:20][cH:21][cH:22]1>>[C:1]([CH3:2])([CH3:3])([CH3:4])[N:5]([NH:6][C:23]([c:19]1[cH:18][c:17]([CH3:26])[cH:22][cH:21][cH:20]1)=[O:24])[C:7]([c:8]1[cH:9][cH:10][cH:11][cH:12][cH:13]1)=[O:14]. The reactants are CO (Methanol), FC1=CC=2C(=C3N=C4C=CC=CC4=C3N(C2C=C1)C)Cl (2-Fluoro-5-methyl-11-chloroquindoline), solution, Cl (HCl). The solvent is C(Cl)(Cl)Cl (chloroform), CCOCC (ether). Yields the product Cl.FC1=CC=2C(=C3N=C4C=CC=CC4=C3[NH+](C2C=C1)C)Cl (2-Fluoro-5-methyl-11-chloroquindolinium Hydrochloride). The yield is 178.5%. Reaction SMILES: [F:1][C:2]1[CH:18]=[CH:17][C:16]2[N:15]([CH3:19])[C:14]3[C:6]([N:7]=[C:8]4[C:13]=3[CH:12]=[CH:11][CH:10]=[CH:9]4)=[C:5]([Cl:20])[C:4]=2[CH:3]=1.Cl.CO>C(Cl)(Cl)Cl.CCOCC>[ClH:20].[F:1][C:2]1[CH:18]=[CH:17][C:16]2[NH+:15]([CH3:19])[C:14]3[C:6]([N:7]=[C:8]4[C:13]=3[CH:12]=[CH:11][CH:10]=[CH:9]4)=[C:5]([Cl:20])[C:4]=2[CH:3]=1 |f:5.6|. Reported procedure: A solution of 2-fluoro-5-methylquindoline from Example 24 (100 mg) in chloroform (50 mL) was treated at room temperature with a 1 M solution of HCl in ether until a yellow solution/precipitate formed. Methanol was added to homogenize the mixture and then the solution was concentrated. The resulting solid was recrystallized from hot CHCl3 (50 mL)/EtOH (5 mL), with a minimum amount of ether being added to facilitate the crystallization process. Filtration, followed by washing the product with diet... Reactants: CCCCCC (n-hexane), C(C)(=O)OCC (ethyl acetate), C(CCC)OC(C1=C(C=C(C(=C1)OC)OC)SCC(=O)OCCCC)=O (4,5-dimethoxy-2-butoxycarbonylmethylsulfanyl benzoic acid butyl ester), [H-].[Na+] (NaH). Solvent: C(C)(=O)O (acetic acid), CN(C)C=O (DMF). Yields the product SiO2, C(CCC)OC(=O)C1=C(C2=C(S1)C=C(C(=C2)OC)OC)O (2-butoxycarbonyl-5,6-dimethoxy-3-hydroxybenzo[b]thiophene). Yield: 94.0%. As a reaction SMILES: C([O:5][C:6](=O)[C:7]1[CH:12]=[C:11]([O:13][CH3:14])[C:10]([O:15][CH3:16])=[CH:9][C:8]=1[S:17][CH2:18][C:19]([O:21][CH2:22][CH2:23][CH2:24][CH3:25])=[O:20])CCC.[H-].[Na+].CCCCCC.C(OCC)(=O)C>CN(C=O)C.C(O)(=O)C>[CH2:22]([O:21][C:19]([C:18]1[S:17][C:8]2[CH:9]=[C:10]([O:15][CH3:16])[C:11]([O:13][CH3:14])=[CH:12][C:7]=2[C:6]=1[OH:5])=[O:20])[CH2:23][CH2:24][CH3:25] |f:1.2|. Procedure details: 19.22 g (50 mmol) XII were stirred for 3.5 h at room temperature with 2.75 g (63 mmol), 60%) NaH in 250 ml DMF. The mixture was then hydrolyzed with 50 ml saturated NH4Cl solution and the solvent was removed. The residue was taken up in 500 ml CHCl3, filtered, washed with water and dried over Na2SO4. Flash chromatography (250 g SiO2, n-hexane:ethyl acetate=5:1+1% acetic acid) gave 14.70 g (47 mmol, 95%) XIII. Starting materials: CO, O=C(NCCCc1cccc(OCC2CCCCCC2)c1)C(F)(F)F, O. RXN SMILES: [CH3:26][OH:27].[CH:1]1([CH2:8][O:9][c:10]2[cH:11][c:12]([CH2:16][CH2:17][CH2:18][NH:19][C:20](=[O:21])[C:22]([F:23])([F:24])[F:25])[cH:13][cH:14][cH:15]2)[CH2:2][CH2:3][CH2:4][CH2:5][CH2:6][CH2:7]1.[OH2:28]>>[CH:1]1([CH2:8][O:9][c:10]2[cH:11][c:12]([CH2:16][CH2:17][CH2:18][NH2:19])[cH:13][cH:14][cH:15]2)[CH2:2][CH2:3][CH2:4][CH2:5][CH2:6][CH2:7]1. Yields the product NCCCc1cccc(OCC2CCCCCC2)c1. Starting materials: C(C1=CC=CC=C1)=O (Benzaldehyde), NC1CCNCC1 (4-aminopiperidine). The yield is 82.3%. Solvent: C1(=CC=CC=C1)C (toluene). Procedure details: Benzaldehyde (21.2 g; 0.2 mol) was added, dropwise, to a solution of 4-aminopiperidine (20 g; 0.2 mol) in toluene (80 ml). The solution thus obtained was stirred at room temperature. After 3 h the solvent was removed by evaporation at reduced pressure and the residue was taken up twice with toluene. 31 g N-(phenylmethylene)piperidine-4-amine was thus obtained, and was used in the subsequent reactions without further purification. Product: C1(=CC=CC=C1)C=NC1CCNCC1 (N-(phenylmethylene)piperidine-4-amine). As a reaction SMILES: [CH:1](=O)[C:2]1[CH:7]=[CH:6][CH:5]=[CH:4][CH:3]=1.[NH2:9][CH:10]1[CH2:15][CH2:14][NH:13][CH2:12][CH2:11]1>C1(C)C=CC=CC=1>[C:2]1([CH:1]=[N:9][CH:10]2[CH2:15][CH2:14][NH:13][CH2:12][CH2:11]2)[CH:7]=[CH:6][CH:5]=[CH:4][CH:3]=1. Starting materials: ClCCl, CN, Cc1ccccc1S(=O)(=O)Cl. The product is CNS(=O)(=O)c1ccccc1C. Reaction SMILES: [CH2:14]([Cl:15])[Cl:16].[CH3:12][NH2:13].[CH3:1][c:2]1[c:3]([S:8](=[O:9])(=[O:10])[Cl:11])[cH:4][cH:5][cH:6][cH:7]1>>[CH3:1][c:2]1[c:3]([S:8](=[O:9])(=[O:10])[NH:13][CH3:12])[cH:4][cH:5][cH:6][cH:7]1.